Dataset: the Open Reaction Database (ORD), a public repository of structured organic reaction records. Task: describe an organic reaction: reactants, conditions, products, and yield As a reaction SMILES: [CH3:35][S:36]([CH3:37])=[O:38].[N-:26]=[N+:27]=[N-:28].[Na+:25].[O:1]1[CH:2]2[CH:3]1[CH2:4][CH:5]1[CH2:6][CH2:7][CH:8]3[CH:9]4[CH2:10][CH2:11][CH:12]([C:13]([CH3:14])=[O:15])[C:16]4([CH3:24])[CH2:17][C:18](=[O:23])[CH:19]3[C:20]1([CH3:22])[CH2:21]2.[OH2:34].[S:29](=[O:30])(=[O:31])([OH:32])[OH:33]>>[OH:1][CH:3]1[CH:2]([N:26]=[N+:27]=[N-:28])[CH2:21][C:20]2([CH3:22])[CH:5]([CH2:4]1)[CH2:6][CH2:7][CH:8]1[CH:9]3[CH2:10][CH2:11][CH:12]([C:13]([CH3:14])=[O:15])[C:16]3([CH3:24])[CH2:17][C:18](=[O:23])[CH:19]12. Product: CC(=O)C1CCC2C3CCC4CC(O)C(N=[N+]=[N-])CC4(C)C3C(=O)CC12C. Reactants: CS(C)=O, [N-]=[N+]=[N-], [Na+], CC(=O)C1CCC2C3CCC4CC5OC5CC4(C)C3C(=O)CC12C, O, O=S(=O)(O)O. The reactants are N1(CCCC1)CCOC1=CC=C(C=N1)C(=O)C=1C2=C(SC1C1=CC=C(C=C1)OC)C=CC=C2 (2-(4-methoxyphenyl)benzo[b]thiophen-3-yl 6-[2-(1-pyrrolidinyl)ethoxy]pyrid-3-yl ketone), CO (MeOH). Solvent: C(Cl)Cl (CH2Cl2). The product is N1(CCCC1)CCOC1=CC=C(C=N1)C(=O)C=1C2=C(SC1C1=CC=C(C=C1)O)C=CC=C2 (2-(4-Hydroxyphenyl)benzo[b]thiophen-3-yl 6-[2-(1-Pyrrolidinyl)ethoxy)pyrid-3-yl Ketone). The yield is 89.0%. RXN SMILES: [N:1]1([CH2:6][CH2:7][O:8][C:9]2[N:14]=[CH:13][C:12]([C:15]([C:17]3[C:18]4[CH:33]=[CH:32][CH:31]=[CH:30][C:19]=4[S:20][C:21]=3[C:22]3[CH:27]=[CH:26][C:25]([O:28]C)=[CH:24][CH:23]=3)=[O:16])=[CH:11][CH:10]=2)[CH2:5][CH2:4][CH2:3][CH2:2]1.CO>C(Cl)Cl>[N:1]1([CH2:6][CH2:7][O:8][C:9]2[N:14]=[CH:13][C:12]([C:15]([C:17]3[C:18]4[CH:33]=[CH:32][CH:31]=[CH:30][C:19]=4[S:20][C:21]=3[C:22]3[CH:23]=[CH:24][C:25]([OH:28])=[CH:26][CH:27]=3)=[O:16])=[CH:11][CH:10]=2)[CH2:2][CH2:3][CH2:4][CH2:5]1. Reported procedure: By essentially following the procedures outlined in Example 1, Part D, the title compound was prepared from 2-(4-methoxyphenyl)benzo[b]thiophen-3-yl 6-[2-(1-pyrrolidinyl)ethoxy]pyrid-3-yl ketone (Part B) in 89% yield as a yellow solid following radial chromatography (SiO2, 5% MeOH in CH2Cl2). The reactants are ( a ), NCCOCC=1NC(=C(C(C1C(=O)OCC)C1=C(C=CC=C1)Cl)C(=O)OC)C (2-[2-aminoethoxymethyl]-4-(2-chlorophenyl)-3-ethoxycarbonyl-5-methoxycarbonyl-6-methyl-1,4-dihydropyridine), C(C1=CC=CC=C1)OC(=O)N[C@@H](CCC(=O)O)C(=O)OC ((S)-4-benzyloxycarbonylamino-4-methoxycarbonylbutanoic acid), Cl.CN(CCCN=C=NCC)C (1-(3-dimethylaminopropyl)-3-ethylcarbodiimide hydrochloride), ON1N=NC2=C1C=CC=C2 (1-hydroxybenzotriazole). Solvent: ClCCl (dichloromethane), C(C)N(CC)CC (triethylamine). Product: C(C1=CC=CC=C1)OC(=O)N[C@@H](CCC(=O)NCCOCC=1NC(=C(C(C1C(=O)OCC)C1=C(C=CC=C1)Cl)C(=O)OC)C)C(=O)OC (2-[2-(-(S)-4-Benzyloxycarbonylamino-4-methoxycarbonylbutanamido)ethoxymethyl]-4-(2-chlorophenyl)-3-ethoxycarbonyl-5-methoxycarbonyl-6-methyl-1,4-dihydropyridine). The yield is 74.0%. RXN SMILES: [NH2:1][CH2:2][CH2:3][O:4][CH2:5][C:6]1[NH:7][C:8]([CH3:28])=[C:9]([C:24]([O:26][CH3:27])=[O:25])[CH:10]([C:17]2[CH:22]=[CH:21][CH:20]=[CH:19][C:18]=2[Cl:23])[C:11]=1[C:12]([O:14][CH2:15][CH3:16])=[O:13].[CH2:29]([O:36][C:37]([NH:39][C@H:40]([C:46]([O:48][CH3:49])=[O:47])[CH2:41][CH2:42][C:43](O)=[O:44])=[O:38])[C:30]1[CH:35]=[CH:34][CH:33]=[CH:32][CH:31]=1.Cl.CN(C)CCCN=C=NCC.ON1C2C=CC=CC=2N=N1>ClCCl.C(N(CC)CC)C>[CH2:29]([O:36][C:37]([NH:39][C@H:40]([C:46]([O:48][CH3:49])=[O:47])[CH2:41][CH2:42][C:43]([NH:1][CH2:2][CH2:3][O:4][CH2:5][C:6]1[NH:7][C:8]([CH3:28])=[C:9]([C:24]([O:26][CH3:27])=[O:25])[CH:10]([C:17]2[CH:22]=[CH:21][CH:20]=[CH:19][C:18]=2[Cl:23])[C:11]=1[C:12]([O:14][CH2:15][CH3:16])=[O:13])=[O:44])=[O:38])[C:30]1[CH:31]=[CH:32][CH:33]=[CH:34][CH:35]=1 |f:2.3|. Procedure details: A mixture of 2-[2-aminoethoxymethyl]-4-(2-chlorophenyl)-3-ethoxycarbonyl-5-methoxycarbonyl-6-methyl-1,4-dihydropyridine (1.61 g), ("amlodipine"), (S)-4-benzyloxycarbonylamino-4-methoxycarbonylbutanoic acid (1.28 g) [see G. H. L. Nefkens and J. F. Nivard, Rec. Trav. Chim. Pays Bas, 199, 83, 1964], 1-(3-dimethylaminopropyl)-3-ethylcarbodiimide hydrochloride (0.83 g), 1-hydroxybenzotriazole (0.59 g) and triethylamine (0.44 g) in dichloromethane (25 ml) were reacted together as described in Example ... Starting materials: ClC(=O)C1=CN(C=C1C)C1=NC=CC2=CC=CC=C12 (3-chlorocarbonyl-1-(isoquinol-1-yl)-4-methyl-1H-pyrrole), C[O-].[Na+] (sodium methoxide), Cl.NC(=N)N (guanidine hydrochloride). Solvent: C(Cl)(Cl)Cl (chloroform), COCCOC (1,2-dimethoxyethane), CO (methanol), CO (methanol). Reaction conditions: temperature 20 celsius, time 1 hour. Product: Cl.N(C(=N)N)C(=O)C1=CN(C=C1C)C1=NC=CC2=CC=CC=C12 (3-guanidinocarbonyl-1-(isoquinol-1-yl)-4-methyl-1H-pyrrole hydrochloride). The yield is 43.1%. As a reaction SMILES: C[O-].[Na+].Cl.[NH2:5][C:6]([NH2:8])=[NH:7].[Cl:9][C:10]([C:12]1[C:16]([CH3:17])=[CH:15][N:14]([C:18]2[C:27]3[C:22](=[CH:23][CH:24]=[CH:25][CH:26]=3)[CH:21]=[CH:20][N:19]=2)[CH:13]=1)=[O:11]>COCCOC.C(Cl)(Cl)Cl.CO>[ClH:9].[NH:7]([C:10]([C:12]1[C:16]([CH3:17])=[CH:15][N:14]([C:18]2[C:27]3[C:22](=[CH:23][CH:24]=[CH:25][CH:26]=3)[CH:21]=[CH:20][N:19]=2)[CH:13]=1)=[O:11])[C:6]([NH2:8])=[NH:5] |f:0.1,2.3,8.9|. Reported procedure: 1.37 g (25.37 mmol) of sodium methoxide are added at a temperature in the region of 20° C. under an argon atmosphere to 25 mL of methanol. After complete dissolution, 2.5 g (26.2 mmol) of guanidine hydrochloride are added. After stirring at a temperature in the region of 20° C. for 1 hour, the reaction mixture is concentrated to dryness under reduced pressure (2.7 kPa) to give a residue which is suspended in 25 mL of 1,2-dimethoxyethane and then again concentrated to dryness. The residue is susp... Starting materials: C(C)OC(=O)C=1C=NC2=CC=C(N=C2C1Cl)F (Ethyl-4-chloro-6-fluoro-[1,5]naphthyridine-3-carboxylate), C(C)OC(=O)C=1C=NC2=CC(=NC=C2C1O)Cl (7-chloro-4-hydroxy-[1,6]naphthyridine-3-carboxylic acid ethyl ester). Product: C(C)OC(=O)C=1C=NC2=CC(=NC=C2C1Cl)Cl (Ethyl-4,7-dichloro-[1,6]naphthyridine-3-carboxyate). Reaction SMILES: C(OC(C1C=NC2C(C=1[Cl:16])=NC(F)=CC=2)=O)C.[CH2:18]([O:20][C:21]([C:23]1[CH:24]=[N:25][C:26]2[C:31]([C:32]=1O)=[CH:30][N:29]=[C:28]([Cl:34])[CH:27]=2)=[O:22])[CH3:19]>>[CH2:18]([O:20][C:21]([C:23]1[CH:24]=[N:25][C:26]2[C:31]([C:32]=1[Cl:16])=[CH:30][N:29]=[C:28]([Cl:34])[CH:27]=2)=[O:22])[CH3:19]. Reported procedure: The title compound was prepared following the procedure described for 4a using 7-chloro-4-hydroxy-[1,6]naphthyridine-3-carboxylic acid ethyl ester (11). 1H-NMR (CDCl3) δ (ppm): 1.47 (3H, t, J=7.14 Hz), 4.53 (2H, q, J=7.14 Hz), 8.02 (1H, s), 9.37 (1H, s), 9.62 (1H, s). m/z 272.2 (MH+).